This data is from the Open Reaction Database (ORD), a public repository of structured organic reaction records. The task is: describe an organic reaction: reactants, conditions, products, and yield The reactants are O(C1=CC=CC=C1)CCCCC1(C=CC(C1=CC=C(CCC=C(C)C)C)=O)O[Si](C)(C)C (4-(4-phenoxybutyl)-4-trimethylsilyloxy-5-(3,7-dimethyl-2,6-octadienylidene)-2-cyclopentenone), C1(=CC=CC=C1)C (toluene), C1CCOC1 (THF), O (H2O). The solvent is mixture, CC(=O)O (AcOH). Yields the product O(C1=CC=CC=C1)CCCCC1(C=CC(C1=CC=C(CCC=C(C)C)C)=O)O (4-(4-phenoxybutyl)-4-hydroxy-5-(3,7-dimethyl-2,6-octadienylidene)-2-cyclopentenone). The yield is 76.5%. Reaction SMILES: [O:1]([CH2:8][CH2:9][CH2:10][CH2:11][C:12]1([O:28][Si](C)(C)C)[C:16](=[CH:17][CH:18]=[C:19]([CH3:26])[CH2:20][CH2:21][CH:22]=[C:23]([CH3:25])[CH3:24])[C:15](=[O:27])[CH:14]=[CH:13]1)[C:2]1[CH:7]=[CH:6][CH:5]=[CH:4][CH:3]=1.C1COCC1.O.C1(C)C=CC=CC=1>CC(O)=O>[O:1]([CH2:8][CH2:9][CH2:10][CH2:11][C:12]1([OH:28])[C:16](=[CH:17][CH:18]=[C:19]([CH3:26])[CH2:20][CH2:21][CH:22]=[C:23]([CH3:24])[CH3:25])[C:15](=[O:27])[CH:14]=[CH:13]1)[C:2]1[CH:3]=[CH:4][CH:5]=[CH:6][CH:7]=1. Reported procedure: 50 mg (0.11 mmole) of 4-(4-phenoxybutyl)-4-trimethylsilyloxy-5-(3,7-dimethyl-2,6-octadienylidene)-2-cyclopentenone was dissolved in 10 ml of a mixture of AcOH:THF:H2O (=3:1:1), and the solution was stirred at 40° C. for 3 hours. After the reaction, toluene was added, and AcOH and water were distilled off under reduced pressure. The residue was chromatographed on a silica gel column (hexane:AcOET=1.5:1) to give 32 mg (75%) of the desired compound indicated above. Reactants: C(C)(=O)OC[C@@H]1N(CC[C@H]1C1=C(C(=C(C=C1OC)OC)C(C)=O)OC(C1=C(C(=CC=C1)NC(C)C)Cl)=O)C ((+)-trans-2-Chloro-3-isopropylamino-benzoic acid 2-(2-acetoxymethyl-1-methyl-pyrrolidin-3-yl)-6-acetyl-3,5-dimethoxy-phenyl ester), Cl (HCl), [Li]CCCC (n-BuLi), C[Si](N[Si](C)(C)C)(C)C (hexamethyldisilazane), C([O-])(O)=O.[Na+] (sodium bicarbonate). Solvent: C1CCOC1 (THF), C1CCOC1 (THF). Reaction conditions: temperature 0 celsius, time 15 minute. Yields the product ClC1=C(C=CC=C1NC(C)C)C(CC(=O)C=1C(=C(C(=CC1OC)OC)C1C(N(CC1)C)COC(C)=O)O)=O (acetic acid 3-{3-[3-(2-chloro-3-isopropylamino-phenyl)-3-oxo-propionyl]-2-hydroxy-4,6-dimethoxy-phenyl}-1-methyl-pyrrolidin-2-ylmethyl ester). Reaction SMILES: [Li][CH2:2][CH2:3][CH2:4][CH3:5].C[Si](C)(C)N[Si](C)(C)C.[C:15]([O:18][CH2:19][C@H:20]1[C@H:24]([C:25]2[C:30]([O:31][CH3:32])=[CH:29][C:28]([O:33][CH3:34])=[C:27]([C:35](=[O:37])[CH3:36])[C:26]=2[O:38]C(=O)C2C=CC=C(NC(C)C)C=2Cl)[CH2:23][CH2:22][N:21]1[CH3:52])(=[O:17])[CH3:16].[ClH:53].[C:54](=[O:57])(O)[O-].[Na+]>C1COCC1>[Cl:53][C:5]1[C:22]([NH:21][CH:20]([CH3:24])[CH3:19])=[CH:23][CH:2]=[CH:3][C:4]=1[C:54](=[O:57])[CH2:36][C:35]([C:27]1[C:26]([OH:38])=[C:25]([CH:24]2[CH2:23][CH2:22][N:21]([CH3:52])[CH:20]2[CH2:19][O:18][C:15](=[O:17])[CH3:16])[C:30]([O:31][CH3:32])=[CH:29][C:28]=1[O:33][CH3:34])=[O:37] |f:4.5|. Procedure: To a solution of n-BuLi (15% solution in hexane, 5.85 mL, 13.7 mmol) in THF (30 mL), maintained at 0° C. under nitrogen atmosphere, hexamethyldisilazane (2.87 mL, 13.7 mmol) was added dropwise and stirred for 15 minutes. To this, a solution of compound of example 63 (3.0 g, 5.4 mmol) in THF (30 mL) was added drop wise, maintaining the temperature at 0° C. After the addition, the reaction was allowed to warm to room temperature and stirred for 2.5 hours. The reaction mixture was acidified with di... Starting materials: ClC=1C=C2C=C(NC2=CC1)C(=O)C(CC1=CC=C(C(=O)OC)C=C1)CCC (Methyl 4-{(2RS)-2-[(5-chloro-1H-indol-2-yl)carbonyl]pentyl}benzoate), [Li+].[OH-] (LiOH), C(CCl)Cl (EDC), C=1C=CC2=C(C1)N=NN2O (HOBt), Cl.C(C)(C)(C)OC(CCN)=O (β-alanine tert-butyl ester hydrochloride), CCN(C(C)C)C(C)C (DIEA), resultant mixture, BrC=1C=C(C=CC1)I (3-bromo iodobenzene), P(=O)([O-])([O-])[O-].[K+].[K+].[K+] (potassium phosphate), 1,2-trans-N,N-dimethylcyclohexane diamine, resultant mixture. Reagents/catalysts: [Cu](I)I (copper iodide). The solvent is C1(=CC=CC=C1)C (toluene), CN(C)C=O (DMF). Reaction conditions: temperature 110 celsius, time 20 hour. Product: BrC=1C=C(C=CC1)N1C(=CC2=CC(=CC=C12)Cl)C(=O)C(CC1=CC=C(C(=O)NCCC(=O)OC(C)(C)C)C=C1)CCC (tert-Butyl 3-{[4-((2RS)-2-{[1-(3-bromophenyl)-5-chloro-1H-indol-2-yl]carbonyl}pentyl)benzoyl]amino}propanoate). RXN SMILES: [Cl:1][C:2]1[CH:3]=[C:4]2[C:8](=[CH:9][CH:10]=1)[NH:7][C:6]([C:11]([CH:13]([CH2:25][CH2:26][CH3:27])[CH2:14][C:15]1[CH:24]=[CH:23][C:18](C(OC)=O)=[CH:17][CH:16]=1)=[O:12])=[CH:5]2.[Br:28][C:29]1[CH:30]=[C:31](I)[CH:32]=[CH:33][CH:34]=1.P([O-])([O-])([O-])=O.[K+].[K+].[K+].[Li+].[OH-].C(Cl)CCl.C1C=CC2N([OH:59])N=NC=2C=1.Cl.[C:61]([O:65][C:66](=[O:70])CCN)([CH3:64])([CH3:63])[CH3:62].CC[N:73]([CH:77](C)C)[CH:74]([CH3:76])C>CN(C=O)C.[Cu](I)I.C1(C)C=CC=CC=1>[Br:28][C:29]1[CH:30]=[C:31]([N:7]2[C:8]3[C:4](=[CH:3][C:2]([Cl:1])=[CH:10][CH:9]=3)[CH:5]=[C:6]2[C:11]([CH:13]([CH2:25][CH2:26][CH3:27])[CH2:14][C:15]2[CH:16]=[CH:17][C:18]([C:77]([NH:73][CH2:74][CH2:76][C:66]([O:65][C:61]([CH3:64])([CH3:63])[CH3:62])=[O:70])=[O:59])=[CH:23][CH:24]=2)=[O:12])[CH:32]=[CH:33][CH:34]=1 |f:2.3.4.5,6.7,10.11|. Procedure details: To a vial containing the title compound of Example 3 Step D (300 mg, 0.78 mmol), were added 3-bromo iodobenzene (0.120 mL, 0.94 mmol), copper iodide (11.0 mg, 0.078 mmol), potassium phosphate (349 mg, 1.64 mmol), and 1,2-trans-N,N-dimethylcyclohexane diamine (0.049 mL, 0.31 mmol). The reaction mixture was placed under a nitrogen atmosphere, and anhydrous toluene (1.0 mL, deoxygenated via nitrogen sparge), was added. The vial was then capped and placed in a pre-heated oil bath (110° C.) and stirr... The reactants are [BH4-], CO, CC(C)C=O, NCc1cccc(CN(Cc2ccc(-c3ccc(F)cc3)cc2)S(=O)(=O)c2cc(Cl)cc(Cl)c2O)c1, [Na+]. The product is CC(C)CNCc1cccc(CN(Cc2ccc(-c3ccc(F)cc3)cc2)S(=O)(=O)c2cc(Cl)cc(Cl)c2O)c1. RXN SMILES: [BH4-:42].[CH3:44][OH:45].[CH:37]([CH:38]([CH3:39])[CH3:40])=[O:41].[NH2:1][CH2:2][c:3]1[cH:4][c:5]([CH2:6][N:7]([S:8](=[O:9])(=[O:10])[c:11]2[c:12]([OH:19])[c:13]([Cl:18])[cH:14][c:15]([Cl:17])[cH:16]2)[CH2:20][c:21]2[cH:22][cH:23][c:24](-[c:27]3[cH:28][cH:29][c:30]([F:33])[cH:31][cH:32]3)[cH:25][cH:26]2)[cH:34][cH:35][cH:36]1.[Na+:43]>>[NH:1]([CH2:2][c:3]1[cH:4][c:5]([CH2:6][N:7]([S:8](=[O:9])(=[O:10])[c:11]2[c:12]([OH:19])[c:13]([Cl:18])[cH:14][c:15]([Cl:17])[cH:16]2)[CH2:20][c:21]2[cH:22][cH:23][c:24](-[c:27]3[cH:28][cH:29][c:30]([F:33])[cH:31][cH:32]3)[cH:25][cH:26]2)[cH:34][cH:35][cH:36]1)[CH2:37][CH:38]([CH3:39])[CH3:40]. Reactants: [BH4-], COC(=O)Cn1nc(-c2ccnc(Br)c2)c2cc(OC)c(OC)cc2c1=O, CO, [Na+], C1CCOC1, O. The product is COc1cc2c(-c3ccnc(Br)c3)nn(CCO)c(=O)c2cc1OC. RXN SMILES: [BH4-:28].[Br:1][c:2]1[n:3][cH:4][cH:5][c:6](-[c:8]2[n:9][n:10]([CH2:23][C:24](=[O:25])[O:26][CH3:27])[c:11](=[O:22])[c:12]3[cH:13][c:14]([O:20][CH3:21])[c:15]([O:18][CH3:19])[cH:16][c:17]23)[cH:7]1.[CH3:30][OH:31].[Na+:29].[O:33]1[CH2:34][CH2:35][CH2:36][CH2:37]1.[OH2:32]>>[Br:1][c:2]1[n:3][cH:4][cH:5][c:6](-[c:8]2[n:9][n:10]([CH2:23][CH2:24][OH:25])[c:11](=[O:22])[c:12]3[cH:13][c:14]([O:20][CH3:21])[c:15]([O:18][CH3:19])[cH:16][c:17]23)[cH:7]1. The reactants are CNC(=O)Oc1cc(C)c(N(C)C)c(C)c1, CCOCC, CN(C)C=O, CCCCCC, CCCN(SCl)P(=S)(OCC)OCC. Yields the product CCCN(SCNC(=O)Oc1cc(C)c(N(C)C)c(C)c1)P(=S)(OCC)OCC. RXN SMILES: [CH3:15][NH:16][C:17]([O:18][c:19]1[cH:20][c:21]([CH3:29])[c:22]([N:26]([CH3:27])[CH3:28])[c:23]([CH3:25])[cH:24]1)=[O:30].[CH3:31][CH2:32][O:33][CH2:34][CH3:35].[CH3:36][N:37]([CH3:38])[CH:39]=[O:40].[CH3:41][CH2:42][CH2:43][CH2:44][CH2:45][CH3:46].[Cl:1][S:2][N:3]([P:4]([O:5][CH2:6][CH3:7])([O:8][CH2:9][CH3:10])=[S:11])[CH2:12][CH2:13][CH3:14]>>[S:2]([N:3]([P:4]([O:5][CH2:6][CH3:7])([O:8][CH2:9][CH3:10])=[S:11])[CH2:12][CH2:13][CH3:14])[CH2:15][NH:16][C:17]([O:18][c:19]1[cH:20][c:21]([CH3:29])[c:22]([N:26]([CH3:27])[CH3:28])[c:23]([CH3:25])[cH:24]1)=[O:30]. Yields the product COC(=O)c1cn(C)c2cc(N3CCC(OCc4c(-c5c(Cl)cccc5Cl)noc4C(C)C)CC3)ccc12. As a reaction SMILES: [Br:24][CH2:25][c:26]1[c:27](-[c:34]2[c:35]([Cl:41])[cH:36][cH:37][cH:38][c:39]2[Cl:40])[n:28][o:29][c:30]1[CH:31]([CH3:32])[CH3:33].[CH2:45]([N+:46]([CH2:47][CH2:48][CH2:49][CH3:50])([CH2:51][CH2:52][CH2:53][CH3:54])[CH2:55][CH2:56][CH2:57][CH3:58])[CH2:59][CH2:60][CH3:61].[CH3:3][O:4][C:5](=[O:6])[c:7]1[cH:8][n:9]([CH3:23])[c:10]2[cH:11][c:12]([N:16]3[CH2:17][CH2:18][CH:19]([OH:22])[CH2:20][CH2:21]3)[cH:13][cH:14][c:15]12.[Cl-:42].[H-:1].[I-:44].[NH4+:43].[Na+:2].[O:62]1[CH2:63][CH2:64][CH2:65][CH2:66]1>>[CH3:3][O:4][C:5](=[O:6])[c:7]1[cH:8][n:9]([CH3:23])[c:10]2[cH:11][c:12]([N:16]3[CH2:17][CH2:18][CH:19]([O:22][CH2:25][c:26]4[c:27](-[c:34]5[c:35]([Cl:41])[cH:36][cH:37][cH:38][c:39]5[Cl:40])[n:28][o:29][c:30]4[CH:31]([CH3:32])[CH3:33])[CH2:20][CH2:21]3)[cH:13][cH:14][c:15]12. Starting materials: CC(C)c1onc(-c2c(Cl)cccc2Cl)c1CBr, CCCC[N+](CCCC)(CCCC)CCCC, COC(=O)c1cn(C)c2cc(N3CCC(O)CC3)ccc12, [Cl-], [H-], [I-], [NH4+], [Na+], C1CCOC1. Reactants: C(CCC)OCC(C(C(COC1=CC=C(C=C1)O)(F)F)(F)F)(F)F (4-(5-butoxy-2,2,3,3,4,4-hexafluoropentoxy)phenol), CC(CCCOC1=NC=C(C(=O)O)C=C1)CC (6-(4-methylhexyloxy)nicotinic acid). Yields the product CC(CCCOC1=NC=C(C(=O)OC2=CC=C(C=C2)OCC(C(C(COCCCC)(F)F)(F)F)(F)F)C=C1)CC (4-(5-Butoxy-2,2,3,3,4,4-hexafluoropentoxy)phenyl 6-(4-methylhexyloxy)nicotinate). As a reaction SMILES: [CH2:1]([O:5][CH2:6][C:7]([F:24])([F:23])[C:8]([F:22])([F:21])[C:9]([F:20])([F:19])[CH2:10][O:11][C:12]1[CH:17]=[CH:16][C:15]([OH:18])=[CH:14][CH:13]=1)[CH2:2][CH2:3][CH3:4].[CH3:25][CH:26]([CH2:40][CH3:41])[CH2:27][CH2:28][CH2:29][O:30][C:31]1[CH:39]=[CH:38][C:34]([C:35](O)=[O:36])=[CH:33][N:32]=1>>[CH3:25][CH:26]([CH2:40][CH3:41])[CH2:27][CH2:28][CH2:29][O:30][C:31]1[CH:39]=[CH:38][C:34]([C:35]([O:18][C:15]2[CH:16]=[CH:17][C:12]([O:11][CH2:10][C:9]([F:19])([F:20])[C:8]([F:21])([F:22])[C:7]([F:23])([F:24])[CH2:6][O:5][CH2:1][CH2:2][CH2:3][CH3:4])=[CH:13][CH:14]=2)=[O:36])=[CH:33][N:32]=1. Reported procedure: 4-(5-Butoxy-2,2,3,3,4,4-hexafluoropentoxy)phenyl 6-(4-methylhexyloxy)nicotinate (Compound 7, Table 1) was prepared by esterification of 4-(5-butoxy-2,2,3,3,4,4-hexafluoropentoxy)phenol (prepared essentially as in Example 5) with 6-(4-methylhexyloxy)nicotinic acid.